From a dataset of the Open Reaction Database (ORD), a public repository of structured organic reaction records. describe an organic reaction: reactants, conditions, products, and yield Starting materials: COc1cccc2c1C(=O)NS2(=O)=O, CS(C)=O, N#C[K], [K], COc1cccc2c1C(N)=NS2(=O)=O, [Na+], [OH-]. Product: O=C1NS(=O)(=O)c2cccc(O)c21. As a reaction SMILES: [CH3:17][O:18][c:19]1[cH:20][cH:21][cH:22][c:23]2[c:24]1[C:25](=[O:30])[NH:26][S:27]2(=[O:28])=[O:29].[CH3:35][S:36]([CH3:37])=[O:38].[K:31][C:32]#[N:33].[K:34].[NH2:1][C:2]1=[N:14][S:11](=[O:12])(=[O:13])[c:10]2[c:3]1[c:4]([O:5][CH3:6])[cH:7][cH:8][cH:9]2.[Na+:16].[OH-:15]>>[OH:18][c:19]1[cH:20][cH:21][cH:22][c:23]2[c:24]1[C:25](=[O:30])[NH:26][S:27]2(=[O:28])=[O:29]. Starting materials: CN1N=C(C=C1CO)C1=CC=CC=C1 ((1-methyl-3-phenyl-1H-pyrazol-5-yl)methanol), BrN1C(CCC1=O)=O (N-bromosuccinimide). Reagents/catalysts: [O-2].[O-2].[Mn+4] (manganese dioxide). Run in C(C)#N (acetonitrile). Run at time 40 hour. Product: BrC=1C(=NN(C1C=O)C)C1=CC=CC=C1 (4-bromo-1-methyl-3-phenyl-1H-pyrazole-5-carbaldehyde). Yield: 63.5%. RXN SMILES: [CH3:1][N:2]1[C:6]([CH2:7][OH:8])=[CH:5][C:4]([C:9]2[CH:14]=[CH:13][CH:12]=[CH:11][CH:10]=2)=[N:3]1.[Br:15]N1C(=O)CCC1=O>C(#N)C.[O-2].[O-2].[Mn+4]>[Br:15][C:5]1[C:4]([C:9]2[CH:14]=[CH:13][CH:12]=[CH:11][CH:10]=2)=[N:3][N:2]([CH3:1])[C:6]=1[CH:7]=[O:8] |f:3.4.5|. Procedure: A solution of (1-methyl-3-phenyl-1H-pyrazol-5-yl)methanol (1b) (340 mg, 1.81 mmol) and N-bromosuccinimide (338 mg, 1.90 mmol) in acetonitrile (30 mL) was stirred at room temperature for 1 hour. The reaction mixture was concentrated in vacuo. Water (10 mL) was added and the aqueous layer was extracted with ethyl acetate (2×12 mL). The organic layer was dried over sodium sulfate and concentrated in vacuo. The residue was taken in dichloromethane (5 mL) and manganese dioxide (1.57 g, 18.06 mmol) wa... The reactants are CI (methyl iodide), C(CCC)[Li] (n-butyllithium), C1(=CC=CC=C1)S(=O)(=O)CC(CCN1CCC(CC1)C(F)(F)F)(C)C (1-(4-benzenesulfonyl-3,3-dimethyl-butyl)-4-trifluoromethylpiperidine). The solvent is hexanes, O1CCCC1 (tetrahydrofuran). Conditions: time 30 minute. Yields the product C1(=CC=CC=C1)S(=O)(=O)C(C(CCN1CCC(CC1)C(F)(F)F)(C)C)C (1-(4-benzenesulfonyl-3,3-dimethyl-pentyl)-4-trifluoromethyl-piperidine). As a reaction SMILES: [CH2:1]([Li])CCC.[C:6]1([S:12]([CH2:15][C:16]([CH3:30])([CH3:29])[CH2:17][CH2:18][N:19]2[CH2:24][CH2:23][CH:22]([C:25]([F:28])([F:27])[F:26])[CH2:21][CH2:20]2)(=[O:14])=[O:13])[CH:11]=[CH:10][CH:9]=[CH:8][CH:7]=1.CI>O1CCCC1>[C:6]1([S:12]([CH:15]([CH3:1])[C:16]([CH3:30])([CH3:29])[CH2:17][CH2:18][N:19]2[CH2:20][CH2:21][CH:22]([C:25]([F:28])([F:27])[F:26])[CH2:23][CH2:24]2)(=[O:14])=[O:13])[CH:7]=[CH:8][CH:9]=[CH:10][CH:11]=1. Procedure: A solution of n-butyllithium (1.5M, 0.13 ml, 0.2 mmol) in hexanes was added to a stirred solution of 1-(4-benzenesulfonyl-3,3-dimethyl-butyl)-4-trifluoromethylpiperidine (40 mg, 0.11 mmol) in tetrahydrofuran (2 ml) at −78° C. The mixture was stirred for 30 min. and methyl iodide (0.34 ml) was added. After 1 hour, the reaction mixture was quenched with one drop of water and concentrated in vacuo. The residue was purified on silica gel (dichloromethane:methanol) to give 1-(4-benzenesulfonyl-3,3-di... Starting materials: C(C)OC(N(C)C)OCC (Dimethylformamide diethyl acetal), CC1=NN=NN1C=1C=NC=CC1C(=O)O (3-(5-methyl-1H-tetrazol-1-yl)pyridine-4-carboxylic acid). The solvent is ClCCl (dichloromethane). Run at time 8 hour. Product: CC1=NN=NN1C=1C=NC=CC1C(=O)OCC (ethyl 3-(5-methyl-1H-tetrazol-1-yl)pyridine-4-carboxylate). As a reaction SMILES: C([O:3][CH:4]([O:8][CH2:9][CH3:10])N(C)C)C.[CH3:11][C:12]1[N:16]([C:17]2[CH:18]=[N:19][CH:20]=[CH:21][C:22]=2C(O)=O)[N:15]=[N:14][N:13]=1>ClCCl>[CH3:11][C:12]1[N:16]([C:17]2[CH:18]=[N:19][CH:20]=[CH:21][C:22]=2[C:4]([O:8][CH2:9][CH3:10])=[O:3])[N:15]=[N:14][N:13]=1. Reported procedure: Dimethylformamide diethyl acetal (46 mL) was added to a suspension of 3-(5-methyl-1H-tetrazol-1-yl)pyridine-4-carboxylic acid (36 g) in dichloromethane (800 mL). The reaction mixture was stirred at ambient temperature overnight then washed six times with water (500 mL), dried over magnesium sulfated, and concentrated under vacuum. The residue was recrystallized from ethyl acetate/hexanes to provide 40 g of ethyl 3-(5-methyl-1H-tetrazol-1-yl)pyridine-4-carboxylate as a solid.